describe an organic reaction: reactants, conditions, products, and yield From a dataset of the Open Reaction Database (ORD), a public repository of structured organic reaction records. Reactants: C(OCC1=CC=C(C=C1)C(F)(F)F)(=O)Cl (4-(trifluoromethyl)benzyl carbonochloridate), C(#N)C1=CC=C(C=C1)N1C[C@H](CCC1)N[C@H]1[C@@H](CCCC1)NC(CC1=CN(C2=CC=CC=C12)C)=O (N-((1R,2R)-2-((S)-1-(4-Cyanophenyl)piperidin-3-ylamino)cyclohexyl)-2-(1-methyl-1H-indol-3-yl)acetamide), C(#N)C1=CC=C(C=C1)N1C[C@H](CCC1)N[C@H]1[C@@H](CCCC1)NC(CC1=CN(C2=CC=CC=C12)C)=O (N-((1R,2R)-2-((S)-1-(4-Cyanophenyl)piperidin-3-ylamino)cyclohexyl)-2-(1-methyl-1H-indol-3-yl)acetamide). Product: C(#N)C1=CC=C(C=C1)N1C[C@H](CCC1)N[C@H]1[C@@H](CCCC1)NC(OCC1=CC=C(C=C1)C(F)(F)F)=O (4-(Trifluoromethyl)benzyl (1R,2R)-2-((S)-1-(4-cyanophenyl)piperidin-3-ylamino)cyclohexylcarbamate), white solid. Yield: 32.2%. RXN SMILES: [C:1]([C:3]1[CH:8]=[CH:7][C:6]([N:9]2[CH2:14][CH2:13][CH2:12][C@H:11]([NH:15][C@@H:16]3[CH2:21][CH2:20][CH2:19][CH2:18][C@H:17]3[NH:22][C:23](=[O:35])CC3C4C(=CC=CC=4)N(C)C=3)[CH2:10]2)=[CH:5][CH:4]=1)#[N:2].C(Cl)(=O)[O:37][CH2:38][C:39]1[CH:44]=[CH:43][C:42]([C:45]([F:48])([F:47])[F:46])=[CH:41][CH:40]=1>>[C:1]([C:3]1[CH:4]=[CH:5][C:6]([N:9]2[CH2:14][CH2:13][CH2:12][C@H:11]([NH:15][C@@H:16]3[CH2:21][CH2:20][CH2:19][CH2:18][C@H:17]3[NH:22][C:23](=[O:35])[O:37][CH2:38][C:39]3[CH:40]=[CH:41][C:42]([C:45]([F:46])([F:47])[F:48])=[CH:43][CH:44]=3)[CH2:10]2)=[CH:7][CH:8]=1)#[N:2]. Reported procedure: 4-(Trifluoromethyl)benzyl (1R,2R)-2-((S)-1-(4-cyanophenyl)piperidin-3-ylamino)cyclohexylcarbamate was synthesized using 4-((S)-3-((1R,2R)-2-aminocyclohexylamino)piperidin-1-yl)benzonitrile (from intermediate D, Example 10) (52 mg, 0.17 mmol) and 4-(trifluoromethyl)benzyl carbonochloridate (71.3 mg, 0.21 mmol) according to General Procedure H to give 27.4 mg (32.2%) of white solid. Anal. Calcd. for C22H31F3N4O2 m/z 500.2, found: 501.2 (M+H)+; 1H NMR (400 MHz, CD3OD) δ ppm 7.60 (d, J=8.1 Hz, 2H), ... Starting materials: esters, CC=1C=C(CN2[C@H](CCC2)C(=O)N[C@@H](C)C2=CC=C(C(=O)OC)C=C2)C=CC1 (methyl 4-((S)-1-((R)-1-(3-methylbenzyl)pyrrolidine-2-carboxamido)ethyl)benzoate), O[Li].O (LiOH H2O). Yields the product CC=1C=C(CN2[C@H](CCC2)C(=O)N[C@@H](C)C2=CC=C(C(=O)[O-])C=C2)C=CC1.[Li+] (lithium 4-((S)-1-((R)-1-(3-methylbenzyl)pyrrolidine-2-carboxamido)ethyl)benzoate). RXN SMILES: [CH3:1][C:2]1[CH:3]=[C:4]([CH:26]=[CH:27][CH:28]=1)[CH2:5][N:6]1[CH2:10][CH2:9][CH2:8][C@@H:7]1[C:11]([NH:13][C@H:14]([C:16]1[CH:25]=[CH:24][C:19]([C:20]([O:22]C)=[O:21])=[CH:18][CH:17]=1)[CH3:15])=[O:12].O[Li:30].O>>[CH3:1][C:2]1[CH:3]=[C:4]([CH:26]=[CH:27][CH:28]=1)[CH2:5][N:6]1[CH2:10][CH2:9][CH2:8][C@@H:7]1[C:11]([NH:13][C@H:14]([C:16]1[CH:17]=[CH:18][C:19]([C:20]([O-:22])=[O:21])=[CH:24][CH:25]=1)[CH3:15])=[O:12].[Li+:30] |f:1.2,3.4|. Reported procedure: The title compound (E16) (24 mg) was prepared according to the general procedure for esters hydrolysis starting from methyl 4-((S)-1-((R)-1-(3-methylbenzyl)pyrrolidine-2-carboxamido)ethyl)benzoate (D33) (29 mg). (LiOH H2O: 1.5 eq; reaction time: 24 hrs) The reactants are CCC(C(=O)[O-])N1C(=O)C2(COc3cc4c(cc32)CCO4)c2cc(Cl)ccc21, CCC(C(=O)[O-])N1C(=O)C2(COc3cc4c(cc32)OCO4)c2ccccc21. Yields the product O=C(O)CN1C(=O)C2(COc3cc4c(cc32)CCO4)c2cc(Cl)ccc21. RXN SMILES: [CH2:1]([CH3:2])[CH:3]([C:4](=[O:5])[O-:6])[N:7]1[C:8](=[O:28])[C:9]2([c:10]3[c:11]([cH:14][c:15]4[c:19]([cH:20]3)[CH2:18][CH2:17][O:16]4)[O:12][CH2:13]2)[c:21]2[cH:22][c:23]([Cl:27])[cH:24][cH:25][c:26]21.[CH2:29]([CH:30]([N:31]1[c:32]2[c:33]([cH:34][cH:35][cH:36][cH:37]2)[C:38]2([c:39]3[cH:40][c:41]4[c:45]([cH:46][c:47]3[O:48][CH2:49]2)[O:44][CH2:43][O:42]4)[C:50]1=[O:51])[C:52]([O-:53])=[O:54])[CH3:55]>>[CH2:3]([C:4](=[O:5])[OH:6])[N:7]1[C:8](=[O:28])[C:9]2([c:10]3[c:11]([cH:14][c:15]4[c:19]([cH:20]3)[CH2:18][CH2:17][O:16]4)[O:12][CH2:13]2)[c:21]2[cH:22][c:23]([Cl:27])[cH:24][cH:25][c:26]21. The reactants are N#N (N2), C(=O)=O (CO2), BrC1=C(C(=C(C=C1)Br)F)F (1,4-dibromo-2,3-difluorobenzene), [Li]CCCC (n-BuLi), solution, S(C)C (Me2S), crude material. Conditions: temperature -78 celsius, time 10 minute. Yields the product BrC1=C(C(=C(CO)C=C1)F)F (4-Bromo-2,3-difluorobenzyl alcohol). RXN SMILES: N#N.Br[C:4]1[CH:9]=[CH:8][C:7]([Br:10])=[C:6]([F:11])[C:5]=1[F:12].[Li]CCCC.[C:18](=O)=[O:19].S(C)C>CCOCC.CC(=O)OCC.Cl.C1COCC1.O>[Br:10][C:7]1[CH:8]=[CH:9][C:4]([CH2:18][OH:19])=[C:5]([F:12])[C:6]=1[F:11]. Procedure: In a flame dried round-bottomed flask equipped with a magnetic stir bar and under inert atmosphere (N2), a solution of 1,4-dibromo-2,3-difluorobenzene (490 mg, 1.80 mmol) in dry Et2O (6 mL) was added to a n-BuLi (0.72 mL of a 2.5M solution in hexanes, 1.80 mmol) at −78° C. The reaction mixture was stirred at −78° C. for 2 h before solid CO2 was added. The reaction mixture was stirred at −78° C. for 10 min and then allowed to warm up to rt. The mixture was then diluted with EA and aq. 1N HCl was ... The solvent is CC(OCC)=O (EA), Cl (HCl), CC(OCC)=O (EA), CCOCC (Et2O), hexanes, O (water), C1CCOC1 (THF). Reactants: ClC=1C=NC2=C(C(=CC=C2C1)Cl)CCl (3,7-dichloro-8-chloromethylquinoline), [C-]#N.[K+] (potassium cyanide), [I-].[K+] (potassium iodide), CN(C=O)C (dimethylformamide). Solvent: O (Water). The product is ClC=1C=NC2=C(C(=CC=C2C1)Cl)CC#N (3,7-dichloro-8-cyanomethylquinoline). Reaction SMILES: [Cl:1][C:2]1[CH:3]=[N:4][C:5]2[C:10]([CH:11]=1)=[CH:9][CH:8]=[C:7]([Cl:12])[C:6]=2[CH2:13]Cl.[C-]#N.[K+].[I-].[K+].[CH3:20][N:21](C)C=O>O>[Cl:1][C:2]1[CH:3]=[N:4][C:5]2[C:10]([CH:11]=1)=[CH:9][CH:8]=[C:7]([Cl:12])[C:6]=2[CH2:13][C:20]#[N:21] |f:1.2,3.4|. Reported procedure: 49 parts of 3,7-dichloro-8-chloromethylquinoline (Example 1), 13 parts of potassium cyanide and 0.1 part of potassium iodide in 300 parts of dimethylformamide were heated at 150° C. for 4 hours. Water was added to the reaction solution and the precipitated product was filtered off with suction and recrystallized from methylglycol. 32 parts of 3,7-dichloro-8-cyanomethylquinoline of melting point 152° C. were obtained. The yield corresponds to 67% of theory. Starting materials: BrC1=CC=C(C=C1)C1=CN=C(O1)NC1=CC=CC=2CC=C(CC12)OCC (5-(4-bromophenyl)-N-(7-ethoxy-5,8-dihydronaphthalen-1-yl)-1,3-oxazol-2-amine), C(C)OC1=CCC=2C=CC=C(C2C1)NC=1OC(=CN1)C1=CC=C(C=C1)C(F)(F)F (N-(7-ethoxy-5,8-dihydronaphthalen-1-yl)-5-[4-(trifluoromethyl)phenyl]-1,3-oxazol-2-amine). The product is BrC1=CC=C(C=C1)C1=CN=C(O1)NC=1C=CC=C2CCC(CC12)=O (8-{[5-(4-bromophenyl)-1,3-oxazol-2-yl]amino}-3,4-dihydronaphthalen-2(1H)-one). Reaction SMILES: [Br:1][C:2]1[CH:7]=[CH:6][C:5]([C:8]2[O:12][C:11]([NH:13][C:14]3[C:23]4[CH2:22][C:21]([O:24]CC)=[CH:20][CH2:19][C:18]=4[CH:17]=[CH:16][CH:15]=3)=[N:10][CH:9]=2)=[CH:4][CH:3]=1.C(OC1CC2C(NC3OC(C4C=CC(C(F)(F)F)=CC=4)=CN=3)=CC=CC=2CC=1)C>>[Br:1][C:2]1[CH:7]=[CH:6][C:5]([C:8]2[O:12][C:11]([NH:13][C:14]3[CH:15]=[CH:16][CH:17]=[C:18]4[C:23]=3[CH2:22][C:21](=[O:24])[CH2:20][CH2:19]4)=[N:10][CH:9]=2)=[CH:4][CH:3]=1. Reported procedure: The title compound was prepared using the procedure as described in Example 1I, substituting the product of Example 8B for the product of Example 1H. The reactants are C (charcoal), CC=1C=CC(=CC1)S(=O)(=O)O (p-TSA), CC(CCC(C)=O)=O (2,5-hexanedione), NC=1N=NC(=CC1)Cl (3-amino-6-chloropyridazine). Run in C1(=CC=CC=C1)C (toluene). Run at temperature 140 celsius. The product is ClC=1N=NC(=CC1)N1C(=CC=C1C)C (3-chloro-6-(2,5-dimethyl-1H-pyrrol-1-yl)pyridazine). Reaction SMILES: C[C:2]1[CH:3]=[CH:4][C:5](S(O)(=O)=O)=[CH:6][CH:7]=1.CC(=O)CCC(=O)C.[NH2:20][C:21]1[N:22]=[N:23][C:24]([Cl:27])=[CH:25][CH:26]=1.C>C1(C)C=CC=CC=1>[Cl:27][C:24]1[N:23]=[N:22][C:21]([N:20]2[C:6]([CH3:7])=[CH:5][CH:4]=[C:3]2[CH3:2])=[CH:26][CH:25]=1. Reported procedure: A mixture of p-TSA (117 mg, 0.618 mmol), 2,5-hexanedione (4.36 mL, 37.1 mmol) and 3-amino-6-chloropyridazine (4.00 g, 30.9 mmol) in toluene (150 mL) was heated at 140° C. for 5 h in a round bottom flask equipped with a condenser and Dean-Stark apparatus. The reaction mixture was cooled to rt and charcoal was added. The mixture was filtered through CELITE and concentrated in vacuo to afford the title compound i-6a. m/z (ES) 208 (MH)+. Reactants: N[C@H]1C(N(C[C@@H](CC1)C1=CC=C(C=C1)F)CC(=O)OC(C)(C)C)=O (t-butyl α-[3(S*)-amino-6(R*)-(p-fluorophenyl)-2-oxoperhydroazepin-1-yl]acetate), C1(=CC=CC=C1)CC[C@H](C(=O)OCCCC)OS(=O)(=O)C(F)(F)F (butyl 4-phenyl-2(R)-trifluoromethanesulfonyloxybutyrate). Yields the product C(CCC)OC(=O)[C@H](CCC1=CC=CC=C1)NC1C(N(CC(CC1)C1=CC=C(C=C1)F)CC(=O)OC(C)(C)C)=O (t-Butyl α-{3[1(S)-butoxycarbonyl-3-phenylpropylamino]-6-(p-fluorophenyl)-2-oxoperhydroazepin-1-yl}acetate). Reaction SMILES: [NH2:1][C@@H:2]1[CH2:8][CH2:7][C@@H:6]([C:9]2[CH:14]=[CH:13][C:12]([F:15])=[CH:11][CH:10]=2)[CH2:5][N:4]([CH2:16][C:17]([O:19][C:20]([CH3:23])([CH3:22])[CH3:21])=[O:18])[C:3]1=[O:24].[C:25]1([CH2:31][CH2:32][C@@H:33](OS(C(F)(F)F)(=O)=O)[C:34]([O:36][CH2:37][CH2:38][CH2:39][CH3:40])=[O:35])[CH:30]=[CH:29][CH:28]=[CH:27][CH:26]=1>>[CH2:37]([O:36][C:34]([C@@H:33]([NH:1][CH:2]1[CH2:8][CH2:7][CH:6]([C:9]2[CH:14]=[CH:13][C:12]([F:15])=[CH:11][CH:10]=2)[CH2:5][N:4]([CH2:16][C:17]([O:19][C:20]([CH3:21])([CH3:23])[CH3:22])=[O:18])[C:3]1=[O:24])[CH2:32][CH2:31][C:25]1[CH:26]=[CH:27][CH:28]=[CH:29][CH:30]=1)=[O:35])[CH2:38][CH2:39][CH3:40]. Procedure: According to a similar procedure to that described in Example 1(l), t-butyl α-[3(S*)-amino-6(R*)-(p-fluorophenyl)-2-oxoperhydroazepin-1-yl]acetate [prepared as described in Example 6(e)] was reacted with butyl 4-phenyl-2(R)-trifluoromethanesulfonyloxybutyrate, to give a crude product, which was subjected to column chromatography through silica gel using a 3:1 by volume mixture of cyclohexane and ethyl acetate as eluent. The reactants are C(=O)(OC(C)(C)C)N(C)C1=C(C=CC(=C1)[N+](=O)[O-])[C@]1(O)[C@H](OC(C)=O)[C@@H](OC(C)=O)[C@H](OC(C)=O)[C@H](O1)C(=O)OC (Methyl 2-(N-BOC,N-methylamino)-4-nitrophenyl-2,3,4-tri-O-acetyl-β-D-glucuronate), C([O-])(O)=O.[Na+] (sodium bicarbonate). Run in Cl (hydrochloric acid), C(C)(=O)OCC (ethyl acetate). Yields the product CNC1=C(C=CC(=C1)[N+](=O)[O-])[C@]1(O)[C@H](OC(C)=O)[C@@H](OC(C)=O)[C@H](OC(C)=O)[C@H](O1)C(=O)OC (Methyl 2-(N-methylamino)-4-nitrophenyl-2,3,4-tri-O-acetyl-β-D-glucuronate). As a reaction SMILES: [C:1]([N:8]([C:10]1[CH:15]=[C:14]([N+:16]([O-:18])=[O:17])[CH:13]=[CH:12][C:11]=1[C@:19]1([O:37][C@H:36]([C:38]([O:40][CH3:41])=[O:39])[C@@H:31]([O:32][C:33](=[O:35])[CH3:34])[C@H:26]([O:27][C:28](=[O:30])[CH3:29])[C@H:21]1[O:22][C:23](=[O:25])[CH3:24])[OH:20])C)(OC(C)(C)C)=O.C(=O)(O)[O-].[Na+]>Cl.C(OCC)(=O)C>[CH3:1][NH:8][C:10]1[CH:15]=[C:14]([N+:16]([O-:18])=[O:17])[CH:13]=[CH:12][C:11]=1[C@:19]1([O:37][C@H:36]([C:38]([O:40][CH3:41])=[O:39])[C@@H:31]([O:32][C:33](=[O:35])[CH3:34])[C@H:26]([O:27][C:28](=[O:30])[CH3:29])[C@H:21]1[O:22][C:23](=[O:25])[CH3:24])[OH:20] |f:1.2|. Reported procedure: A solution of methyl 2-(N-BOC,N-methylamino)-4-nitrophenyl-2,3,4-tri-O-acetyl-β-D-glucuronate (5) (3 g, 5.13 mmol) in 2.12 M hydrochloric acid in ethyl acetate (60 ml) was stirred at room temperature for 1 hour. The solution was added to excess, aqueous, saturated sodium bicarbonate solution and the mixture was extracted with ethyl acetate. The organic phase was dried with sodium sulfate and concentrated. The product was chromatographed on silica gel (eluent dichloromethane/methanol 97.5/2.5). Y... Starting materials: BrCCBr, CC#N, [K+], [K+], NCC1(c2ccc(OCCCN3CCCC3)cc2)CCOCC1, O=C([O-])[O-]. Yields the product c1cc(C2(CN3CC3)CCOCC2)ccc1OCCCN1CCCC1. RXN SMILES: [Br:24][CH2:25][CH2:26][Br:27].[CH3:34][C:35]#[N:36].[K+:28].[K+:29].[N:1]1([CH2:6][CH2:7][CH2:8][O:9][c:10]2[cH:11][cH:12][c:13]([C:16]3([CH2:22][NH2:23])[CH2:17][CH2:18][O:19][CH2:20][CH2:21]3)[cH:14][cH:15]2)[CH2:2][CH2:3][CH2:4][CH2:5]1.[O-:30][C:31]([O-:32])=[O:33]>>[N:1]1([CH2:6][CH2:7][CH2:8][O:9][c:10]2[cH:11][cH:12][c:13]([C:16]3([CH2:22][N:23]4[CH2:25][CH2:26]4)[CH2:17][CH2:18][O:19][CH2:20][CH2:21]3)[cH:14][cH:15]2)[CH2:2][CH2:3][CH2:4][CH2:5]1.